From a dataset of the Open Reaction Database (ORD), a public repository of structured organic reaction records. describe an organic reaction: reactants, conditions, products, and yield Starting materials: O=C(Cl)C(=O)Cl, O=C(O)c1cc([N+](=O)[O-])ccc1F. Product: O=C(Cl)c1cc([N+](=O)[O-])ccc1F. RXN SMILES: [Cl:14][C:15]([C:16]([Cl:17])=[O:18])=[O:19].[F:1][c:2]1[c:3]([C:4](=[O:5])[OH:6])[cH:7][c:8]([N+:11](=[O:12])[O-:13])[cH:9][cH:10]1>>[F:1][c:2]1[c:3]([C:4](=[O:5])[Cl:14])[cH:7][c:8]([N+:11](=[O:12])[O-:13])[cH:9][cH:10]1. Reactants: Brc1cnc(NCc2ccccc2)nc1, CS(=O)(=O)Cl, [H-], [Na+], CN(C)C=O. Yields the product CS(=O)(=O)N(Cc1ccccc1)c1ncc(Br)cn1. As a reaction SMILES: [CH2:3]([c:4]1[cH:5][cH:6][cH:7][cH:8][cH:9]1)[NH:10][c:11]1[n:12][cH:13][c:14]([Br:17])[cH:15][n:16]1.[CH3:18][S:19]([Cl:20])(=[O:21])=[O:22].[H-:1].[Na+:2].[O:23]=[CH:24][N:25]([CH3:26])[CH3:27]>>[CH2:3]([c:4]1[cH:5][cH:6][cH:7][cH:8][cH:9]1)[N:10]([c:11]1[n:12][cH:13][c:14]([Br:17])[cH:15][n:16]1)[S:19]([CH3:18])(=[O:21])=[O:22]. RXN SMILES: [CH3:1][c:2]1[c:3]([C:4](=[O:5])[OH:6])[cH:7][cH:8][c:9]([S:15](=[O:16])(=[O:17])[CH3:18])[c:10]1[S:11](=[O:12])[CH2:13][CH3:14].[CH3:36][CH2:37][O:38][C:39](=[O:40])[CH3:41].[OH2:42].[OH:19][c:20]1[n:21]([CH3:25])[n:22][cH:23][cH:24]1.[S:32]([Cl:33])([Cl:34])=[O:35].[cH:26]1[cH:27][cH:28][n:29][cH:30][cH:31]1>>[CH3:1][c:2]1[c:3]([C:4](=[O:6])[c:24]2[c:20]([OH:19])[n:21]([CH3:25])[n:22][cH:23]2)[cH:7][cH:8][c:9]([S:15](=[O:16])(=[O:17])[CH3:18])[c:10]1[S:11](=[O:12])[CH2:13][CH3:14]. Product: CCS(=O)c1c(S(C)(=O)=O)ccc(C(=O)c2cnn(C)c2O)c1C. Starting materials: CCS(=O)c1c(S(C)(=O)=O)ccc(C(=O)O)c1C, CCOC(C)=O, O, Cn1nccc1O, O=S(Cl)Cl, c1ccncc1. Starting materials: FC1=NC(=NC(=N1)OCC#CI)C=1N(C=CC1)C (2-fluoro-4-(3-iodoprop-2-ynyloxy)-6-(1-methyl-1H-pyrrol-2-yl)-1,3,5-triazine), FC(C=1C=C(CN=[N+]=[N-])C=CC1)(F)F (3-trifluoromethyl-benzylazide). The product is FC1=NC(=NC(=N1)OCC=1N=NN(C1I)CC1=CC(=CC=C1)C(F)(F)F)C=1N(C=CC1)C (2-Fluoro-4-((5-iodo-1-(3-(trifluoromethyl)benzyl)-1H-1,2,3-triazol-4-yl)methoxy)-6-(1-methyl-1H-pyrrol-2-yl)-1,3,5-triazine). As a reaction SMILES: [F:1][C:2]1[N:7]=[C:6]([O:8][CH2:9][C:10]#[C:11][I:12])[N:5]=[C:4]([C:13]2[N:14]([CH3:18])[CH:15]=[CH:16][CH:17]=2)[N:3]=1.[F:19][C:20]([F:32])([F:31])[C:21]1[CH:22]=[C:23]([CH:28]=[CH:29][CH:30]=1)[CH2:24][N:25]=[N+:26]=[N-:27]>>[F:1][C:2]1[N:7]=[C:6]([O:8][CH2:9][C:10]2[N:27]=[N:26][N:25]([CH2:24][C:23]3[CH:28]=[CH:29][CH:30]=[C:21]([C:20]([F:19])([F:32])[F:31])[CH:22]=3)[C:11]=2[I:12])[N:5]=[C:4]([C:13]2[N:14]([CH3:18])[CH:15]=[CH:16][CH:17]=2)[N:3]=1. Reported procedure: Synthesized from 2-fluoro-4-(3-iodoprop-2-ynyloxy)-6-(1-methyl-1H-pyrrol-2-yl)-1,3,5-triazine and 3-trifluoromethyl-benzylazide using general procedure; 0.311 g, 0.556 mmol, 80%; mp=185-187° C. (dec.); IR (υ[cm−1]) 3130, 3059, 1595, 1555, 1418, 1357, 1173, 1104, 1056, 911, 803, 756; 1H NMR (600 MHz, CDCl3) δ=7.61-7.58 (m, 2H), 7.50-7.41 (m, 3H), 6.90 (s, 1H), 6.21 (dd, J=3.9, 2.5, 1H), 5.64 (s, 2H), 5.56 (s, 2H), 4.09 (s, 3H); 13C NMR (151 MHz, CDCl3) δ=171.5 (dd, J=361.1, 15.4), 171.3, 169.8, 1... Reactants: C12NCC(CC1)C2NC2=CC=C(C=C2)C=2C(=NON2)N (4-(4-((1SR,4SR,7RS)-2-azabicyclo[2.2.1]heptan-7-ylamino)phenyl)-1,2,5-oxadiazol-3-amine), CC1=CC=C(C=O)C=C1 (4-methylbenzaldehyde). RXN SMILES: [CH:1]12[CH:7]([NH:8][C:9]3[CH:14]=[CH:13][C:12]([C:15]4[C:16]([NH2:20])=[N:17][O:18][N:19]=4)=[CH:11][CH:10]=3)[CH:4]([CH2:5][CH2:6]1)[CH2:3][NH:2]2.[CH3:21][C:22]1[CH:29]=[CH:28][C:25]([CH:26]=O)=[CH:24][CH:23]=1>>[CH3:21][C:22]1[CH:29]=[CH:28][C:25]([CH2:26][N:2]2[CH2:3][CH:4]3[CH:7]([NH:8][C:9]4[CH:14]=[CH:13][C:12]([C:15]5[C:16]([NH2:20])=[N:17][O:18][N:19]=5)=[CH:11][CH:10]=4)[CH:1]2[CH2:6][CH2:5]3)=[CH:24][CH:23]=1. Reported procedure: Reaction of Intermediate 40 with 4-methylbenzaldehyde affords the title compound. Yields the product CC1=CC=C(CN2C3CCC(C2)C3NC3=CC=C(C=C3)C=3C(=NON3)N)C=C1 (4-(4-(((1SR,4SR,7RS)-2-(4-methylbenzyl)-2-azabicyclo[2.2.1]heptan-7-yl)amino)phenyl)-1,2,5-oxadiazol-3-amine). Starting materials: FC1=CC=C(CN)C=C1 (4-fluorobenzylamine), ClC=1C2=C(N=C(N1)C1=CC=NC=C1)SC(=C2)C(F)(F)F (4-chloro-2-(pyridin-4-yl)-6-trifluoromethyl-thieno-[2,3-d]-pyrimidine). The product is N1=CC=C(C=C1)C=1N=C(C2=C(N1)SC(=C2)C(F)(F)F)NCC2=CC=C(C=C2)F (2-(pyridin-4-yl)-4-(4-fluorobenzylamino)-6-trifluoromethyl-thieno-[2,3-d]-pyrimidine). Reaction SMILES: [F:1][C:2]1[CH:9]=[CH:8][C:5]([CH2:6][NH2:7])=[CH:4][CH:3]=1.Cl[C:11]1[C:12]2[CH:25]=[C:24]([C:26]([F:29])([F:28])[F:27])[S:23][C:13]=2[N:14]=[C:15]([C:17]2[CH:22]=[CH:21][N:20]=[CH:19][CH:18]=2)[N:16]=1>>[N:20]1[CH:21]=[CH:22][C:17]([C:15]2[N:16]=[C:11]([NH:7][CH2:6][C:5]3[CH:8]=[CH:9][C:2]([F:1])=[CH:3][CH:4]=3)[C:12]3[CH:25]=[C:24]([C:26]([F:28])([F:27])[F:29])[S:23][C:13]=3[N:14]=2)=[CH:18][CH:19]=1. Procedure details: With the procedure of Example 1, the reaction of 4-fluorobenzylamine with 4-chloro-2-(pyridin-4-yl)-6-trifluoromethyl-thieno-[2,3-d]-pyrimidine yields 2-(pyridin-4-yl)-4-(4-fluorobenzylamino)-6-trifluoromethyl-thieno-[2,3-d]-pyrimidine.